Dataset: the Open Reaction Database (ORD), a public repository of structured organic reaction records. Task: describe an organic reaction: reactants, conditions, products, and yield Starting materials: CC1(C2=C(C(=CC=C2)P(C3=CC=CC=C3)C4=CC=CC=C4)OC5=C(C=CC=C51)P(C6=CC=CC=C6)C7=CC=CC=C7)C (xantphos), BrC1=CC=2N(C=C1)N=C(N2)C2=CC(=CC=C2)OC (7-bromo-2-(3-methoxy-phenyl)-[1,2,4]triazolo[1,5-a]pyridine), C(N)(OC(C)(C)C)=O (tert-butyl carbamate), C([O-])([O-])=O.[Cs+].[Cs+] (cesium carbonate). The reagents and catalysts are C=1C=CC(=CC1)/C=C/C(=O)/C=C/C2=CC=CC=C2.C=1C=CC(=CC1)/C=C/C(=O)/C=C/C2=CC=CC=C2.C=1C=CC(=CC1)/C=C/C(=O)/C=C/C2=CC=CC=C2.[Pd].[Pd] (tris(dibenzylideneacetone)dipalladium(0)). The solvent is O1CCOCC1 (dioxane), CCOC(=O)C (EtOAc). Run at temperature 100 celsius. Yields the product C(C)(C)(C)OC(NC1=CC=2N(C=C1)N=C(N2)C2=CC(=CC=C2)OC)=O ([2-(3-methoxy-phenyl)-[1,2,4]triazolo[1,5-a]pyridin-7-yl]-carbamic acid tert-butyl ester). Yield: 50.2%. RXN SMILES: Br[C:2]1[CH:7]=[CH:6][N:5]2[N:8]=[C:9]([C:11]3[CH:16]=[CH:15][CH:14]=[C:13]([O:17][CH3:18])[CH:12]=3)[N:10]=[C:4]2[CH:3]=1.[C:19](=[O:26])([O:21][C:22]([CH3:25])([CH3:24])[CH3:23])[NH2:20].C(=O)([O-])[O-].[Cs+].[Cs+].CC1(C)C2C(=C(P(C3C=CC=CC=3)C3C=CC=CC=3)C=CC=2)OC2C(P(C3C=CC=CC=3)C3C=CC=CC=3)=CC=CC1=2>O1CCOCC1.CCOC(C)=O.C1C=CC(/C=C/C(/C=C/C2C=CC=CC=2)=O)=CC=1.C1C=CC(/C=C/C(/C=C/C2C=CC=CC=2)=O)=CC=1.C1C=CC(/C=C/C(/C=C/C2C=CC=CC=2)=O)=CC=1.[Pd].[Pd]>[C:22]([O:21][C:19](=[O:26])[NH:20][C:2]1[CH:7]=[CH:6][N:5]2[N:8]=[C:9]([C:11]3[CH:16]=[CH:15][CH:14]=[C:13]([O:17][CH3:18])[CH:12]=3)[N:10]=[C:4]2[CH:3]=1)([CH3:25])([CH3:24])[CH3:23] |f:2.3.4,8.9.10.11.12|. Procedure: A solution of 7-bromo-2-(3-methoxy-phenyl)-[1,2,4]triazolo[1,5-a]pyridine (5.0 g, 16.4 mmol), tert-butyl carbamate (2.88 g, 24.7 mmol) and cesium carbonate (10.6 g, 32.9 mmol) in dioxane (85 ml) was degassed well with argon for 20 min at 25° C. To this solution was then added tris(dibenzylideneacetone)dipalladium(0) (3.0 g, 3.28 mmol) and xantphos (3.8 g, 6.57 mmol), and the resulting mixture was degassed again with argon for another 20 min. The reaction mixture was heated at 100° C. under argon... The reactants are ClC1=C(CN2C=NC(=C2N)C2=NC(N(C2=N)CC2=CC=C(C=C2)OC)=O)C=CC=C1 (4-(1-(2-Chlorobenzyl)-5-amino-1H-imidazol-4-yl)-1-(4-methoxybenzyl)-5-imino-1H-imidazol-2(5H)-one), C(OCC)(OCC)OCC (triethyl orthoformate). The reagents and catalysts are S(O)(O)(=O)=O (sulfuric acid). Run in CC#N (MeCN). Product: COC1=CC=C(C=C1)CN1C(N=C2C1=NC=NC1=C2N=CN1CC1=C(C=CC=C1)Cl)=O (3,7-Dihydro-3-[(4-methoxyphenyl)methyl]-7-[(2-chlorophenyl)methyl]-2H-diimidazo[4,5-d:4′,5′-f][1,3]diazepin-2-one). Isolated yield 83.6%. RXN SMILES: [Cl:1][C:2]1[CH:30]=[CH:29][CH:28]=[CH:27][C:3]=1[CH2:4][N:5]1[C:9]([NH2:10])=[C:8]([C:11]2[C:15](=[NH:16])[N:14]([CH2:17][C:18]3[CH:23]=[CH:22][C:21]([O:24][CH3:25])=[CH:20][CH:19]=3)[C:13](=[O:26])[N:12]=2)[N:7]=[CH:6]1.[CH:31](OCC)(OCC)OCC>CC#N.S(=O)(=O)(O)O>[CH3:25][O:24][C:21]1[CH:22]=[CH:23][C:18]([CH2:17][N:14]2[C:15]3=[N:16][CH:31]=[N:10][C:9]4[N:5]([CH2:4][C:3]5[CH:27]=[CH:28][CH:29]=[CH:30][C:2]=5[Cl:1])[CH:6]=[N:7][C:8]=4[C:11]3=[N:12][C:13]2=[O:26])=[CH:19][CH:20]=1. Procedure details: To a suspension of 20 (3.5 g, 8.29 mmol, 1 equiv) in MeCN (30 mL), triethyl orthoformate (6.2 mL, 41.46 mmol, 5 equiv) was added followed by 4 drops of sulfuric acid. The reaction mixture was heated at reflux for 1.5 h until starting material was disappeared (TLC). The precipitated product was filtered, washed with diethyl ether and dried under vacuum to afford the pure product 21 (RK-12) as a pale yellow solid (3 g, 85%). IR: 1745 (C═O str.), 1621, 1586, 1248, 1171, 759 (C—Cl str.) cm−1. 1H NMR...